From a dataset of the Open Reaction Database (ORD), a public repository of structured organic reaction records. describe an organic reaction: reactants, conditions, products, and yield Starting materials: CCOC(=O)/C=C/CP(=O)(OCC)OCC (triethyl 4-phosphonocrotonate), C(CCC)[Li] (n-butyllithium), resultant mixture, ice-salt, C(C1=CC=CC=C1)=O (benzaldehyde), [Cl-].[NH4+] (ammonium chloride). Run in O1CCCC1 (tetrahydrofuran). Product: C1(=CC=CC=C1)/C=C/C=C/C(=O)OCC (ethyl 5-phenylpenta-(2E,4E)-dienoate). The yield is 82.1%. As a reaction SMILES: [CH3:1][CH2:2][O:3][C:4](/[CH:6]=[CH:7]/[CH2:8]P(OCC)(OCC)=O)=[O:5].C([Li])CCC.[CH:22](=O)[C:23]1[CH:28]=[CH:27][CH:26]=[CH:25][CH:24]=1.[Cl-].[NH4+]>O1CCCC1>[C:23]1(/[CH:22]=[CH:8]/[CH:7]=[CH:6]/[C:4]([O:3][CH2:2][CH3:1])=[O:5])[CH:28]=[CH:27][CH:26]=[CH:25][CH:24]=1 |f:3.4|. Reported procedure: To a solution of 16 ml (72 mmol) of triethyl 4-phosphonocrotonate in anhydrous tetrahydrofuran (100 ml) was added 43 ml (69 mmol) of a 1.6 M n-butyllithium solution dropwise with stirring in an ice-salt bath under nitrogen, and the mixture was stirred for 30 minutes. Then, 5.0 ml (49 mmol) of benzaldehyde was added dropwise to this reaction mixture over about 5 minutes, and the resultant mixture was stirred for 10 minutes in the ice-salt bath and for an additional 3 hours at room temperature. A ...